From a dataset of the Open Reaction Database (ORD), a public repository of structured organic reaction records. describe an organic reaction: reactants, conditions, products, and yield Reactants: ClC1=CC=C(C=CCCl)C=C1 (4-chloro-cinnamyl chloride), NC=1SC=2CCNCCC2N1 (2-amino-4,5,7,8-tetrahydro-6H- thiazolo[5,4-d]azepine), CCOCC (ether). Yields the product NC=1SC=2CCN(CCC2N1)CC=CC1=CC=C(C=C1)Cl (2-Amino-6-(3-(4-chloro-phenyl)allyl)-4,5,7,8-tetrahydro-6H-thiazolo[5,4-d]azepine). Procedure: Prepared from 4-chloro-cinnamyl chloride and 1 equivalent of 2-amino-4,5,7,8-tetrahydro-6H- thiazolo[5,4-d]azepine in chloroform. Yield: 26% of theory, Melting point: 148°-153° C. (ether). The solvent is C(Cl)(Cl)Cl (chloroform). Isolated yield 26.0%. RXN SMILES: [Cl:1][C:2]1[CH:11]=[CH:10][C:5]([CH:6]=[CH:7][CH2:8]Cl)=[CH:4][CH:3]=1.[NH2:12][C:13]1[S:14][C:15]2[CH2:16][CH2:17][NH:18][CH2:19][CH2:20][C:21]=2[N:22]=1.CCOCC>C(Cl)(Cl)Cl>[NH2:12][C:13]1[S:14][C:15]2[CH2:16][CH2:17][N:18]([CH2:8][CH:7]=[CH:6][C:5]3[CH:10]=[CH:11][C:2]([Cl:1])=[CH:3][CH:4]=3)[CH2:19][CH2:20][C:21]=2[N:22]=1. RXN SMILES: [C:15]([O:16][BH-:17]([O:18][C:19](=[O:20])[CH3:21])[O:22][C:23](=[O:24])[CH3:25])(=[O:26])[CH3:27].[CH:7](=[O:8])[c:9]1[cH:10][cH:11][cH:12][cH:13][cH:14]1.[Na+:28].[OH:1][CH:2]1[CH2:3][NH:4][CH2:5][CH2:6]1>>[OH:1][CH:2]1[CH2:3][N:4]([CH2:7][c:9]2[cH:10][cH:11][cH:12][cH:13][cH:14]2)[CH2:5][CH2:6]1. Starting materials: CC(=O)O[BH-](OC(C)=O)OC(C)=O, O=Cc1ccccc1, [Na+], OC1CCNC1. Product: OC1CCN(Cc2ccccc2)C1. Reactants: OC(CNc1c(Br)cnc2ccccc12)c1ccccc1, [H-], [Na+], CN(C)C=O, O. Yields the product c1ccc(C2CNc3c(cnc4ccccc34)O2)cc1. RXN SMILES: [Br:3][c:4]1[cH:5][n:6][c:7]2[cH:8][cH:9][cH:10][cH:11][c:12]2[c:13]1[NH:14][CH2:15][CH:16]([c:17]1[cH:18][cH:19][cH:20][cH:21][cH:22]1)[OH:23].[H-:1].[Na+:2].[O:25]=[CH:26][N:27]([CH3:28])[CH3:29].[OH2:24]>>[c:4]12[cH:5][n:6][c:7]3[cH:8][cH:9][cH:10][cH:11][c:12]3[c:13]1[NH:14][CH2:15][CH:16]([c:17]1[cH:18][cH:19][cH:20][cH:21][cH:22]1)[O:23]2.